From a dataset of the Open Reaction Database (ORD), a public repository of structured organic reaction records. describe an organic reaction: reactants, conditions, products, and yield Reactants: C(C)OP(OCC)(=O)C1N(C2=CC=C(C=C2CC1)C(F)(F)F)C(=O)OCC(Cl)(Cl)Cl (1-(2,2,2-trichloroethoxycarbonyl)-6-trifluoromethyl-1,2,3,4-tetrahydroquinoline-2-phosphonic acid diethyl ester). Reagents/catalysts: [Zn] (zinc). Solvent: CO (methanol). Run at temperature 90 celsius, time 1.5 hour. Yields the product C(C)OP(OCC)(=O)C1NC2=CC=C(C=C2CC1)C(F)(F)F (6-Trifluoromethyl-1,2,3,4-tetrahydroquinoline-2-phosphonic acid diethyl ester). Reaction SMILES: [CH2:1]([O:3][P:4]([CH:9]1[CH2:18][CH2:17][C:16]2[C:11](=[CH:12][CH:13]=[C:14]([C:19]([F:22])([F:21])[F:20])[CH:15]=2)[N:10]1C(OCC(Cl)(Cl)Cl)=O)(=[O:8])[O:5][CH2:6][CH3:7])[CH3:2]>CO.[Zn]>[CH2:6]([O:5][P:4]([CH:9]1[CH2:18][CH2:17][C:16]2[C:11](=[CH:12][CH:13]=[C:14]([C:19]([F:20])([F:21])[F:22])[CH:15]=2)[NH:10]1)(=[O:8])[O:3][CH2:1][CH3:2])[CH3:7]. Reported procedure: 15.4 g of 1-(2,2,2-trichloroethoxycarbonyl)-6-trifluoromethyl-1,2,3,4-tetrahydroquinoline-2-phosphonic acid diethyl ester is dissolved in 400 ml of methanol, mixed with 7.2 g of zinc powder and stirred under nitrogen for 1.5 hours at 90° C. It is filtered on diatomaceous earth and the filtrate is concentrated by evaporation. The crude product is purified by column chromatography and recrystallized from isopropyl ether. Reactants: Cl.CC1=NN=C(O1)C1CCNCC1 (4-(5-Methyl-[1,3,4]oxadiazole-2-yl)-piperidine hydrochloride), BrC1=NC=CC=N1 (2-bromopyrimidine), C([O-])([O-])=O.[K+].[K+] (potassium carbonate). Solvent: CN(C=O)C (N,N-dimethylformamide). Conditions: temperature 60 celsius, time 18 hour. The product is CC1=NN=C(O1)C1CCN(CC1)C1=NC=CC=N1 (2-[4-(5-Methyl-[1,3,4]oxadiazol-2-yl)-piperidin-1-yl]-pyrimidine). Yield: 30.6%. As a reaction SMILES: Cl.[CH3:2][C:3]1[O:7][C:6]([CH:8]2[CH2:13][CH2:12][NH:11][CH2:10][CH2:9]2)=[N:5][N:4]=1.Br[C:15]1[N:20]=[CH:19][CH:18]=[CH:17][N:16]=1.C(=O)([O-])[O-].[K+].[K+]>CN(C)C=O>[CH3:2][C:3]1[O:7][C:6]([CH:8]2[CH2:13][CH2:12][N:11]([C:15]3[N:20]=[CH:19][CH:18]=[CH:17][N:16]=3)[CH2:10][CH2:9]2)=[N:5][N:4]=1 |f:0.1,3.4.5|. Procedure details: 4-(5-Methyl-[1,3,4]oxadiazole-2-yl)-piperidine hydrochloride (203 mg, 1 mmol) (see reference WO 0039125, preparation 43) was added to a solution of 2-bromopyrimidine (207 mg, 1.3 mmol) and potassium carbonate (207 mg, 1.5 mmol) in N,N-dimethylformamide (0.5 mL). The solution was heated to 60° C. for 4 hours, before cooling and stirring at room temperature for 18 hours. The solvent was evaporated under reduced pressure, and the residue partitioned between water and dichloromethane. The aqueous la...